This data is from the Open Reaction Database (ORD), a public repository of structured organic reaction records. The task is: describe an organic reaction: reactants, conditions, products, and yield Reactants: ClCCl, OCc1ccc(Cl)c(OCCF)c1, O=[Mn]=O. Yields the product O=Cc1ccc(Cl)c(OCCF)c1. As a reaction SMILES: [Cl:14][CH2:15][Cl:16].[Cl:1][c:2]1[c:3]([O:10][CH2:11][CH2:12][F:13])[cH:4][c:5]([CH2:8][OH:9])[cH:6][cH:7]1.[O:17]=[Mn:18]=[O:19]>>[Cl:1][c:2]1[c:3]([O:10][CH2:11][CH2:12][F:13])[cH:4][c:5]([CH:8]=[O:9])[cH:6][cH:7]1. Reactants: C1(=CC=CC=C1)CCN1C2=C(N[C@H]3[C@@H](C1=O)CCC3)C=CC=C2 ((3aR*,10aS*)-9-(2-phenylethyl)-2,3,3a,4,9,10a-hexahydrobenzo[b]cyclopenta-[e][1,4]diazepin-10(1H)-one), BrCC(=O)Br (bromoacetyl bromide). Yields the product BrCC(=O)N1C2=C(N(C([C@@H]3[C@H]1CCC3)=O)CCC3=CC=CC=C3)C=CC=C2 ((3aR*,10aS*)-4-(Bromoacetyl)-9-(2-phenylethyl)-2,3,3a,4,9,10a-hexahydrobenzo[b]cyclopenta-[e][1,4]diazepin-10(1H)-one). Yield: 72.0%. Reaction SMILES: [C:1]1([CH2:7][CH2:8][N:9]2[C:15](=[O:16])[C@H:14]3[CH2:17][CH2:18][CH2:19][C@H:13]3[NH:12][C:11]3[CH:20]=[CH:21][CH:22]=[CH:23][C:10]2=3)[CH:6]=[CH:5][CH:4]=[CH:3][CH:2]=1.[Br:24][CH2:25][C:26](Br)=[O:27]>>[Br:24][CH2:25][C:26]([N:12]1[C@@H:13]2[CH2:19][CH2:18][CH2:17][C@@H:14]2[C:15](=[O:16])[N:9]([CH2:8][CH2:7][C:1]2[CH:2]=[CH:3][CH:4]=[CH:5][CH:6]=2)[C:10]2[CH:23]=[CH:22][CH:21]=[CH:20][C:11]1=2)=[O:27]. Procedure details: Employing (3aR*,10aS*)-9-(2-phenylethyl)-2,3,3a,4,9,10a-hexahydrobenzo[b]cyclopenta-[e][1,4]diazepin-10(1H)-one and bromoacetyl bromide, the titled compound was synthesized by substantially the same procedure as in Working Example 185. Yield 72%. Oily product.